This data is from the Open Reaction Database (ORD), a public repository of structured organic reaction records. The task is: describe an organic reaction: reactants, conditions, products, and yield The reactants are CC(C)Nc1cnc2c(n1)OCCN(C(=O)OC(C)(C)C)C2, C[Si](C)(C)[N-][Si](C)(C)C, CCI, [K+], C1CCOC1, O. Yields the product CCN(c1cnc2c(n1)OCCN(C(=O)OC(C)(C)C)C2)C(C)C. Reaction SMILES: [CH3:1][CH:2]([CH3:3])[NH:4][c:5]1[n:6][c:7]2[c:8]([n:21][cH:22]1)[CH2:9][N:10]([C:14](=[O:15])[O:16][C:17]([CH3:18])([CH3:19])[CH3:20])[CH2:11][CH2:12][O:13]2.[CH3:23][Si:24]([CH3:25])([CH3:26])[N-:27][Si:28]([CH3:29])([CH3:30])[CH3:31].[I:33][CH2:34][CH3:35].[K+:32].[O:37]1[CH2:38][CH2:39][CH2:40][CH2:41]1.[OH2:36]>>[CH3:1][CH:2]([CH3:3])[N:4]([c:5]1[n:6][c:7]2[c:8]([n:21][cH:22]1)[CH2:9][N:10]([C:14](=[O:15])[O:16][C:17]([CH3:18])([CH3:19])[CH3:20])[CH2:11][CH2:12][O:13]2)[CH2:34][CH3:35]. Starting materials: CCN=C=NCCCN(C)C, Cc1ccc(N)cc1C, CCOC(C)=O, CCN(C(C)C)C(C)C, Nc1ccc(C(=O)O)cc1[N+](=O)[O-], CN(C)C=O, O, On1nnc2ccccc21. Product: Cc1ccc(NC(=O)c2ccc(N)c([N+](=O)[O-])c2)cc1C. Reaction SMILES: [CH3:24][CH2:25][N:26]=[C:27]=[N:28][CH2:29][CH2:30][CH2:31][N:32]([CH3:33])[CH3:34].[CH3:35][c:36]1[cH:37][c:38]([NH2:43])[cH:39][cH:40][c:41]1[CH3:42].[CH3:58][CH2:59][O:60][C:61]([CH3:62])=[O:63].[CH:44]([N:45]([CH2:46][CH3:47])[CH:48]([CH3:49])[CH3:50])([CH3:51])[CH3:52].[NH2:1][c:2]1[c:3]([N+:11](=[O:12])[O-:13])[cH:4][c:5]([C:6](=[O:7])[OH:8])[cH:9][cH:10]1.[O:53]=[CH:54][N:55]([CH3:56])[CH3:57].[OH2:64].[OH:14][n:15]1[c:16]2[c:17]([cH:18][cH:19][cH:20][cH:21]2)[n:22][n:23]1>>[NH2:1][c:2]1[c:3]([N+:11](=[O:12])[O-:13])[cH:4][c:5]([C:6](=[O:8])[NH:43][c:38]2[cH:37][c:36]([CH3:35])[c:41]([CH3:42])[cH:40][cH:39]2)[cH:9][cH:10]1. Reactants: CC1=CC=C(C=C1)S(=O)(=O)OC[C@H]1COC2=CC=C3C(=C2O1)N=C(N3)C(F)(F)F ([(8R)-2-trifluoromethyl-7,8-dihydro-3H-6,9-dioxa-1,3-diaza-cyclopenta[a]naphthalen-8-yl]methyl 4-methylbenzenesulfonate), N1CCC(=CC1)C1=CNC2=CC=CC=C12 (3-(1,2,3,6-tetrahydro-4-pyridinyl)-1H-indole). Run in CS(=O)C (DMSO), C(C)(=O)OCC (ethyl acetate). Reaction conditions: temperature 85 celsius. The product is N1C=C(C2=CC=CC=C12)C=1CCN(CC1)CC1COC2=CC=C3C(=C2O1)N=C(N3)C(F)(F)F (8-[4-(1H-Indol-3-yl)-3,6-dihydro-2H-pyridin-1-ylmethyl]-2-trifluoromethyl-7,8-dihydro-3H-6,9-dioxa-1,3-diaza-cyclopenta[a]naphthalene). Isolated yield 73.3%. RXN SMILES: CC1C=CC(S(O[CH2:12][C@@H:13]2[O:22][C:21]3[C:16](=[CH:17][CH:18]=[C:19]4[NH:25][C:24]([C:26]([F:29])([F:28])[F:27])=[N:23][C:20]4=3)[O:15][CH2:14]2)(=O)=O)=CC=1.[NH:30]1[CH2:35][CH:34]=[C:33]([C:36]2[C:44]3[C:39](=[CH:40][CH:41]=[CH:42][CH:43]=3)[NH:38][CH:37]=2)[CH2:32][CH2:31]1>CS(C)=O.C(OCC)(=O)C>[NH:38]1[C:39]2[C:44](=[CH:43][CH:42]=[CH:41][CH:40]=2)[C:36]([C:33]2[CH2:34][CH2:35][N:30]([CH2:12][CH:13]3[O:22][C:21]4[C:16](=[CH:17][CH:18]=[C:19]5[NH:25][C:24]([C:26]([F:27])([F:29])[F:28])=[N:23][C:20]5=4)[O:15][CH2:14]3)[CH2:31][CH:32]=2)=[CH:37]1. Procedure details: A mixture of 0.50 g (1.2 mmole) of [(8R)-2-trifluoromethyl-7,8-dihydro-3H-6,9-dioxa-1,3-diaza-cyclopenta[a]naphthalen-8-yl]methyl 4-methylbenzenesulfonate and 1.0 g (5.0 mmole) of 3-(1,2,3,6-tetrahydro-4-pyridinyl)-1H-indole in 8.0 mL of DMSO was heated at 85° C. under nitrogen for 6 hours. The reaction was allowed to come to room temperature, diluted to 400 mL with ethyl acetate, washed with 400 mL portions of saturated aqueous sodium bicarbonate, water and saturated brine, dried over sodium su... Reactants: CO, C[Si](C)(C)Cl, O=C(O)C1NCCS1. The product is COC(=O)C1NCCS1. Reaction SMILES: [CH3:14][OH:15].[Cl:9][Si:10]([CH3:11])([CH3:12])[CH3:13].[S:1]1[CH:2]([C:6](=[O:7])[OH:8])[NH:3][CH2:4][CH2:5]1>>[S:1]1[CH:2]([C:6]([O:7][CH3:11])=[O:8])[NH:3][CH2:4][CH2:5]1. Reactants: COC=1C=C(CN2C(=NC3=C2C=CC=C3)C3=CC(=CC=C3)C)C=CC1 (1-(3-methoxybenzyl)-2-(3-methylphenyl)benzimidazole), compound, Br (hydrobromic acid). Run in C(C)(=O)O (acetic acid), C(C)(=O)O (acetic acid). Reaction conditions: time 2 hour. The product is Br.OC=1C=C(CN2C(=NC3=C2C=CC=C3)C3=CC(=CC=C3)C)C=CC1 (1-(3-hydroxybenzyl)-2-(3-methylphenyl)benzimidazole hydrobromide). Reaction SMILES: C[O:2][C:3]1[CH:4]=[C:5]([CH:23]=[CH:24][CH:25]=1)[CH2:6][N:7]1[C:11]2[CH:12]=[CH:13][CH:14]=[CH:15][C:10]=2[N:9]=[C:8]1[C:16]1[CH:21]=[CH:20][CH:19]=[C:18]([CH3:22])[CH:17]=1.[BrH:26]>C(O)(=O)C>[BrH:26].[OH:2][C:3]1[CH:4]=[C:5]([CH:23]=[CH:24][CH:25]=1)[CH2:6][N:7]1[C:11]2[CH:12]=[CH:13][CH:14]=[CH:15][C:10]=2[N:9]=[C:8]1[C:16]1[CH:21]=[CH:20][CH:19]=[C:18]([CH3:22])[CH:17]=1 |f:3.4|. Procedure: This compound was prepared by first synthesizing 1-(3-methoxybenzyl)-2-(3-methylphenyl)benzimidazole as described in Example 65, supra. With an amount of the compound of Example 65 (4.31 g, 13.12 mmol) in glacial acetic acid (50 ml) and hydrobromic acid (300 ml of a 48% w/v in acetic acid solution). This mixture was stirred for 2 hours while warming to reflux. The mixture was then stirred at reflux for about three hours. The reactants are NC=1SC=C(N1)C(C(=O)OCC)=NOC(C)C (Ethyl 2-(2-aminothiazol-4-yl)-2-iso-propoxyiminoacetate), aqueous solution, [OH-].[Na+] (sodium hydroxide), CO (methanol). Solvent: O1CCCC1 (tetrahydrofuran). Yields the product NC=1SC=C(N1)C(C(=O)O)=NOC(C)C (2-(2-aminothiazol-4-yl)-2-iso-propoxyiminoacetic acid). Isolated yield 64.1%. RXN SMILES: [NH2:1][C:2]1[S:3][CH:4]=[C:5]([C:7](=[N:13][O:14][CH:15]([CH3:17])[CH3:16])[C:8]([O:10]CC)=[O:9])[N:6]=1.[OH-].[Na+].CO>O1CCCC1>[NH2:1][C:2]1[S:3][CH:4]=[C:5]([C:7](=[N:13][O:14][CH:15]([CH3:17])[CH3:16])[C:8]([OH:10])=[O:9])[N:6]=1 |f:1.2|. Procedure details: Ethyl 2-(2-aminothiazol-4-yl)-2-iso-propoxyiminoacetate (syn isomer, 26.8 g.), 1N aqueous solution of sodium hydroxide (156 ml.), methanol (156 ml.) and tetrahydrofuran (100 ml.) were treated in a similar manner to that of Example D-(4) to give 2-(2-aminothiazol-4-yl)-2-iso-propoxyiminoacetic acid (syn isomer, 15.3 g.), mp. 151° C. (dec.).